From a dataset of the Open Reaction Database (ORD), a public repository of structured organic reaction records. describe an organic reaction: reactants, conditions, products, and yield Starting materials: IC=1C=C(C=CC1)N=C=O (3-iodophenylisocyanate), COC(CN)OC (aminoacetaldehyde dimethyl acetal). The solvent is C(Cl)Cl (DCM). Reaction conditions: temperature 20 celsius, time 24 hour. Product: COC(CNC(=O)NC1=CC(=CC=C1)I)OC (N-(2,2-Dimethoxyethyl)-N′-(3-iodophenyl)urea). Reaction SMILES: [I:1][C:2]1[CH:3]=[C:4]([N:8]=[C:9]=[O:10])[CH:5]=[CH:6][CH:7]=1.[CH3:11][O:12][CH:13]([O:16][CH3:17])[CH2:14][NH2:15]>C(Cl)Cl>[CH3:11][O:12][CH:13]([O:16][CH3:17])[CH2:14][NH:15][C:9]([NH:8][C:4]1[CH:5]=[CH:6][CH:7]=[C:2]([I:1])[CH:3]=1)=[O:10]. Procedure: A suspension of 3-iodophenylisocyanate (1.1 g) in DCM (10 ml) was treated with aminoacetaldehyde dimethyl acetal (0.49 ml) and stirred under nitrogen at 20° C. for 24 h. The reaction mixture was quenched by adding MeOH. The solvents were removed under reduced pressure to give the title compound (1.35 g) LCMS RT=2.92 min.